This data is from the Open Reaction Database (ORD), a public repository of structured organic reaction records. The task is: describe an organic reaction: reactants, conditions, products, and yield Reactants: Cl.ClC1=CNC2=CC(=CC=C12)C(=O)N[C@@H](COCC1CCNCC1)C1=CC=CC=C1 (3-chloro-N-[(R)-1-phenyl-2-(piperidin-4-ylmethoxy)ethyl]-1H-indole-6-carboxamide hydrochloride), C1(CCCC1)=O (cyclopentanone). Product: ClC1=CNC2=CC(=CC=C12)C(=O)N[C@@H](COCC1CCN(CC1)C1CCCC1)C1=CC=CC=C1 (3-Chloro-N-[(R)-1-phenyl-2-(1-cyclopentylpiperidin-4-yl-methoxy)ethyl]-1H-indole-6-carboxamide). As a reaction SMILES: Cl.[Cl:2][C:3]1[C:11]2[C:6](=[CH:7][C:8]([C:12]([NH:14][C@H:15]([C:25]3[CH:30]=[CH:29][CH:28]=[CH:27][CH:26]=3)[CH2:16][O:17][CH2:18][CH:19]3[CH2:24][CH2:23][NH:22][CH2:21][CH2:20]3)=[O:13])=[CH:9][CH:10]=2)[NH:5][CH:4]=1.[C:31]1(=O)[CH2:35][CH2:34][CH2:33][CH2:32]1>>[Cl:2][C:3]1[C:11]2[C:6](=[CH:7][C:8]([C:12]([NH:14][C@H:15]([C:25]3[CH:30]=[CH:29][CH:28]=[CH:27][CH:26]=3)[CH2:16][O:17][CH2:18][CH:19]3[CH2:20][CH2:21][N:22]([CH:31]4[CH2:35][CH2:34][CH2:33][CH2:32]4)[CH2:23][CH2:24]3)=[O:13])=[CH:9][CH:10]=2)[NH:5][CH:4]=1 |f:0.1|. Reported procedure: Using alkylation method A, 3-chloro-N-[(R)-1-phenyl-2-(piperidin-4-ylmethoxy)ethyl]-1H-indole-6-carboxamide hydrochloride (150 mg, 0.33 mmol) and cyclopentanone (0.5 mL, 5.7 mmol) afforded, after purification (SiO2: 8:2:1 hexane:EtOAc:isopropylamine), 78 mg (49%) of the title compound.